From a dataset of the Open Reaction Database (ORD), a public repository of structured organic reaction records. describe an organic reaction: reactants, conditions, products, and yield Reaction conditions: time 30 minute. Reported procedure: A suspension of 755 mg (14.1mmol) of ammonium chloride and 213 mg (3.8 mmol) of potassium hydroxide in 5 mL of dry methanol was treated with 520 mg (1.08 mmol) of 3,3-diethyl-1-[(R)-α-(allyl)-4-(methyl)benzylaminocarbonyl]-4-(S)-[4-(1-oxo-2-methoxyethyl) phenoxy]azetidin-2-one. After 30 min, 205 mg (3.26 mmol) of sodium cyanoborohydride was added and the mixture stirred for 14 hr, at which point 1 gm of 3A molecular sieves was added. After 3 days, the mixture was diluted with methanol, filtered ... The reactants are C(#N)[BH3-].[Na+] (sodium cyanoborohydride), [Cl-].[NH4+] (ammonium chloride), [OH-].[K+] (potassium hydroxide), C(C)C1(C(N([C@H]1OC1=CC=C(C=C1)C(COC)=O)C(=O)N[C@@H](C1=CC=C(C=C1)C)CC=C)=O)CC (3,3-diethyl-1-[(R)-α-(allyl)-4-(methyl)benzylaminocarbonyl]-4-(S)-[4-(1-oxo-2-methoxyethyl) phenoxy]azetidin-2-one), 3A. The solvent is CO (methanol), CO (methanol). Product: C(C)C1(C(N([C@H]1OC1=CC=C(C=C1)C(COC)O)C(=O)N[C@@H](C1=CC=C(C=C1)C)CC=C)=O)CC (3,3-Diethyl-1-[(R)-α-(allyl)-4-(methyl)benzylaminocarbonyl]-4-(S)-[4-(1-(RS)-hydroxy-2-methoxyethyl)phenoxy]azetidin-2-one). Yield: 32.8%. Reaction SMILES: [Cl-].[NH4+].[OH-].[K+].[CH2:5]([C:7]1([CH2:38][CH3:39])[C@H:10]([O:11][C:12]2[CH:17]=[CH:16][C:15]([C:18](=[O:22])[CH2:19][O:20][CH3:21])=[CH:14][CH:13]=2)[N:9]([C:23]([NH:25][C@H:26]([CH2:34][CH:35]=[CH2:36])[C:27]2[CH:32]=[CH:31][C:30]([CH3:33])=[CH:29][CH:28]=2)=[O:24])[C:8]1=[O:37])[CH3:6].C([BH3-])#N.[Na+]>CO>[CH2:38]([C:7]1([CH2:5][CH3:6])[C@H:10]([O:11][C:12]2[CH:17]=[CH:16][C:15]([CH:18]([OH:22])[CH2:19][O:20][CH3:21])=[CH:14][CH:13]=2)[N:9]([C:23]([NH:25][C@H:26]([CH2:34][CH:35]=[CH2:36])[C:27]2[CH:28]=[CH:29][C:30]([CH3:33])=[CH:31][CH:32]=2)=[O:24])[C:8]1=[O:37])[CH3:39] |f:0.1,2.3,5.6|. The reactants are ClC1=NC=C(C2=C(C=CC=C12)C)C(=O)O (1-chloro-5-methylisoquinolin-4-carboxylic acid), O1CCC(CC1)CN ((tetrahydro-2H-pyran-4-yl)methanamine). Yields the product ClC1=NC=C(C2=C(C=CC=C12)C)C(=O)NCC1CCOCC1 (1-Chloro-5-methyl-N-((tetrahydro-2H-pyran-4-yl)methyl)isoquinolin-4-carboxamide). RXN SMILES: [Cl:1][C:2]1[C:11]2[C:6](=[C:7]([CH3:12])[CH:8]=[CH:9][CH:10]=2)[C:5]([C:13]([OH:15])=O)=[CH:4][N:3]=1.[O:16]1[CH2:21][CH2:20][CH:19]([CH2:22][NH2:23])[CH2:18][CH2:17]1>>[Cl:1][C:2]1[C:11]2[C:6](=[C:7]([CH3:12])[CH:8]=[CH:9][CH:10]=2)[C:5]([C:13]([NH:23][CH2:22][CH:19]2[CH2:20][CH2:21][O:16][CH2:17][CH2:18]2)=[O:15])=[CH:4][N:3]=1. Procedure: The title compound was prepared by using 1-chloro-5-methylisoquinolin-4-carboxylic acid (Intermediate-10) and (tetrahydro-2H-pyran-4-yl)methanamine by following the similar procedure as described for Intermediate-11a. Product: ClC1=C(C(=O)N)C=CC(=C1)[N+](=O)[O-] (2-chloro-4-nitrobenzamide). As a reaction SMILES: [Cl:1][C:2]1[CH:10]=[C:9]([N+:11]([O-:13])=[O:12])[CH:8]=[CH:7][C:3]=1[C:4](Cl)=[O:5].[NH3:14]>>[Cl:1][C:2]1[CH:10]=[C:9]([N+:11]([O-:13])=[O:12])[CH:8]=[CH:7][C:3]=1[C:4]([NH2:14])=[O:5]. Procedure details: Thereafter, 2-chloro-4-nitrobenzoyl chloride (450 g, 2.1 m) was added dropwise to a stirred 28% ammonia solution (2,000 ml) at below room temperature between 9° and 16° C. The precipitated reaction mixture was washed with water and 30% methanol and then vacuum-dried to yield 2-chloro-4-nitrobenzamide (379 g, 90%, mp 168°-170° C.). Starting materials: ClC1=C(C(=O)Cl)C=CC(=C1)[N+](=O)[O-] (2-chloro-4-nitrobenzoyl chloride), N (ammonia). Yield: 90.0%. Reactants: CO, COc1ccc(F)c2c1CC(NC1CCCC1)CO2, CCC=O. The product is CCCN(C1CCCC1)C1COc2c(F)ccc(OC)c2C1. Reaction SMILES: [CH3:24][OH:25].[CH:1]1([NH:6][CH:7]2[CH2:8][O:9][c:10]3[c:11]([c:13]([O:18][CH3:19])[cH:14][cH:15][c:16]3[F:17])[CH2:12]2)[CH2:2][CH2:3][CH2:4][CH2:5]1.[CH:20]([CH2:21][CH3:22])=[O:23]>>[CH:1]1([N:6]([CH:7]2[CH2:8][O:9][c:10]3[c:11]([c:13]([O:18][CH3:19])[cH:14][cH:15][c:16]3[F:17])[CH2:12]2)[CH2:20][CH2:21][CH3:22])[CH2:2][CH2:3][CH2:4][CH2:5]1. Starting materials: N1N=CN=C1 (1,2,4-triazole), ClC=1N=C(C2=C(N1)SC(=C2)C)NCC2=CC1=C(C=C2)OCCO1 (2-chloro-6-methyl-4-(3,4-ethylendioxybenzylamino)-thieno-[2,3-d]-pyrimidine). The product is N1(N=CN=C1)C=1N=C(C2=C(N1)SC(=C2)C)NCC2=CC1=C(C=C2)OCCO1 (2-(1,2,4-triazol-1-yl)-6-methyl-4-(3,4-ethylendioxybenzylamino)-thieno-[2,3-d]-pyrimidine). Reaction SMILES: [NH:1]1[CH:5]=[N:4][CH:3]=[N:2]1.Cl[C:7]1[N:8]=[C:9]([NH:17][CH2:18][C:19]2[CH:24]=[CH:23][C:22]3[O:25][CH2:26][CH2:27][O:28][C:21]=3[CH:20]=2)[C:10]2[CH:15]=[C:14]([CH3:16])[S:13][C:11]=2[N:12]=1>>[N:1]1([C:7]2[N:8]=[C:9]([NH:17][CH2:18][C:19]3[CH:24]=[CH:23][C:22]4[O:25][CH2:26][CH2:27][O:28][C:21]=4[CH:20]=3)[C:10]3[CH:15]=[C:14]([CH3:16])[S:13][C:11]=3[N:12]=2)[CH:5]=[N:4][CH:3]=[N:2]1. Procedure: Following the procedure of Example 97, the reaction of 1,2,4-triazole with 2-chloro-6-methyl-4-(3,4-ethylendioxybenzylamino)-thieno-[2,3-d]-pyrimidine gives 2-(1,2,4-triazol-1-yl)-6-methyl-4-(3,4-ethylendioxybenzylamino)-thieno-[2,3-d]-pyrimidine. Starting materials: [N+](=O)([O-])C1=CC=C(CN2C=NC(=C2C(=O)N)O)C=C1 (3-(4-nitrobenzyl)-5-hydroxy-3H-imidazole-4-carboxamide). Reagents/catalysts: [Pd] (palladium-on-charcoal). Run in CO (methanol). Conditions: time 30 minute. Yields the product NC1=CC=C(CN2C=NC(=C2C(=O)N)O)C=C1 (3-(4-aminobenzyl)-5-hydroxy-3H-imidazole-4-carboxamide). The yield is 80.2%. Reaction SMILES: [N+:1]([C:4]1[CH:19]=[CH:18][C:7]([CH2:8][N:9]2[C:13]([C:14]([NH2:16])=[O:15])=[C:12]([OH:17])[N:11]=[CH:10]2)=[CH:6][CH:5]=1)([O-])=O>CO.[Pd]>[NH2:1][C:4]1[CH:5]=[CH:6][C:7]([CH2:8][N:9]2[C:13]([C:14]([NH2:16])=[O:15])=[C:12]([OH:17])[N:11]=[CH:10]2)=[CH:18][CH:19]=1. Procedure: 1 g (3.81 mmol) of 3-(4-nitrobenzyl)-5-hydroxy-3H-imidazole-4-carboxamide is placed in 30 ml of methanol with 100 mg of palladium-on-charcoal (51% water) in a hydrogenation flask. The medium is flushed with argon and then with hydrogen for 30 minutes with stirring. The medium is again flushed with argon and the catalyst is filtered off by suction. The solvent is evaporated off to give 0.710 g of a yellowish-white solid. Starting materials: CCOC(=O)C(=O)OCC, Cc1c([N+](=O)[O-])cccc1[N+](=O)[O-], CCO, Cl. Yields the product CCOC(=O)C(=O)Cc1c([N+](=O)[O-])cccc1[N+](=O)[O-]. As a reaction SMILES: [CH2:14]([CH3:15])[O:16][C:17]([C:18](=[O:19])[O:20][CH2:21][CH3:22])=[O:23].[CH3:1][c:2]1[c:3]([N+:11]([O-:12])=[O:13])[cH:4][cH:5][cH:6][c:7]1[N+:8]([O-:9])=[O:10].[CH3:25][CH2:26][OH:27].[ClH:24]>>[CH2:1]([c:2]1[c:3]([N+:11]([O-:12])=[O:13])[cH:4][cH:5][cH:6][c:7]1[N+:8]([O-:9])=[O:10])[C:18]([C:17]([O:16][CH2:14][CH3:15])=[O:23])=[O:19].